describe an organic reaction: reactants, conditions, products, and yield From a dataset of the Open Reaction Database (ORD), a public repository of structured organic reaction records. Reaction SMILES: [N:1]1[C:10]2[C:5](=[N:6][CH:7]=[CH:8][CH:9]=2)[CH:4]=[CH:3][C:2]=1[CH2:11][O:12][C:13]1[CH:18]=[CH:17][C:16]([C:19]2[C:23]([C:24]3[CH:29]=[CH:28][N:27]=[CH:26][CH:25]=3)=[CH:22][N:21]([CH2:30][CH2:31][OH:32])[N:20]=2)=[CH:15][CH:14]=1.N1C=CC=CC=1.[CH3:39][S:40](Cl)(=[O:42])=[O:41]>C(Cl)Cl>[CH3:39][S:40]([O:32][CH2:31][CH2:30][N:21]1[CH:22]=[C:23]([C:24]2[CH:29]=[CH:28][N:27]=[CH:26][CH:25]=2)[C:19]([C:16]2[CH:15]=[CH:14][C:13]([O:12][CH2:11][C:2]3[CH:3]=[CH:4][C:5]4[C:10](=[CH:9][CH:8]=[CH:7][N:6]=4)[N:1]=3)=[CH:18][CH:17]=2)=[N:20]1)(=[O:42])=[O:41]. Product: CS(=O)(=O)OCCN1N=C(C(=C1)C1=CC=NC=C1)C1=CC=C(C=C1)OCC1=NC2=CC=CN=C2C=C1 (2-(3-(4-((1,5-naphthyridin-2-yl)methoxy)phenyl)-4-(pyridin-4-yl)-1H-pyrazol-1-yl)ethyl methanesulfonate). Run at temperature 0 celsius, time 1 hour. Procedure details: A stirred solution of Intermediate 5B, 2-(3-(4-((1,5-naphthyridin-2-yl)methoxy)phenyl)-4-(pyridin-4-yl)-1H-pyrazol-1-yl)ethanol in DCM is cooled at 0° C. Pyridine (12 equivalents) and methanesulfonyl chloride (8 equivalents) are added and the reaction mixture is stirred at 0° C. for 1 h. The mixture is quenched with water and extracted with more DCM. The organic solvent is separated, dried (MgSO4), and concentrated under reduced pressure. The crude residue is purified by silica gel column chroma... The solvent is C(Cl)Cl (DCM). Starting materials: Intermediate 5B, N1=C(C=CC2=NC=CC=C12)COC1=CC=C(C=C1)C1=NN(C=C1C1=CC=NC=C1)CCO (2-(3-(4-((1,5-naphthyridin-2-yl)methoxy)phenyl)-4-(pyridin-4-yl)-1H-pyrazol-1-yl)ethanol), N1=CC=CC=C1 (Pyridine), CS(=O)(=O)Cl (methanesulfonyl chloride). The reactants are C(C)(=O)C=1C(NC2=C(C=C(C(=C2C1C)OS(=O)(=O)O)Cl)C(F)(F)F)=O (3-Acetyl-6-chloro-4-methylsulfoxy-8-trifluoromethyl-2-quinolinone), C(C#C)N (propargylamine). Product: C(C)(=O)C=1C(NC2=C(C=C(C=C2C1NCC#C)Cl)C(F)(F)F)=O (3-Acetyl-6-chloro-4-propargylamino-8-trifluoromethyl-2-quinolinone). Isolated yield 82.9%. As a reaction SMILES: [C:1]([C:4]1[C:5](=[O:25])[NH:6][C:7]2[C:12]([C:13]=1C)=[C:11](OS(O)(=O)=O)[C:10]([Cl:20])=[CH:9][C:8]=2[C:21]([F:24])([F:23])[F:22])(=[O:3])[CH3:2].[CH2:26]([NH2:29])[C:27]#[CH:28]>>[C:1]([C:4]1[C:5](=[O:25])[NH:6][C:7]2[C:12]([C:13]=1[NH:29][CH2:26][C:27]#[CH:28])=[CH:11][C:10]([Cl:20])=[CH:9][C:8]=2[C:21]([F:24])([F:23])[F:22])(=[O:3])[CH3:2]. Procedure: 3-Acetyl-6-chloro-4-methylsulfoxy-8-trifluoromethyl-2-quinolinone (351 mg, 1 mmol) and propargylamine (55 mg, 1 mmol) were used and the reaction was carried out as in the above process of example 1 to obtain the desired product (284 mg, yield: 83%). Reactants: O (Water), OC1=CC(NC=2CCCCC12)=O (4-hydroxy-5,6,7,8-tetrahydrocarbostyril), [N+](=O)(O)[O-] (nitric acid), oxides of nitrogen. The solvent is C(C)(=O)O (acetic acid). Yields the product OC1=C(C(NC=2CCCCC12)=O)[N+](=O)[O-] (4-Hydroxy-3-nitro-5,6,7,8-tetrahydrocarbostyril). As a reaction SMILES: [OH:1][C:2]1[C:11]2[CH2:10][CH2:9][CH2:8][CH2:7][C:6]=2[NH:5][C:4](=[O:12])[CH:3]=1.[N+:13]([O-])([OH:15])=[O:14].O>C(O)(=O)C>[OH:1][C:2]1[C:11]2[CH2:10][CH2:9][CH2:8][CH2:7][C:6]=2[NH:5][C:4](=[O:12])[C:3]=1[N+:13]([O-:15])=[O:14]. Reported procedure: A solution of 4-hydroxy-5,6,7,8-tetrahydrocarbostyril (1.70g; 0.0103 mole) and concentrated nitric acid (2.5 ml; d 1.42), in glacial acetic acid (10 ml) was heated at 100° C till the oxides of nitrogen were evolved and rapidly cooled in ice. Water (40 ml) was added to the red solution to precipitate the yellow - orange 3-nitro derivative. After filtration, thorough washing with water and recrystallisation from acetic acid -- ethanol the product had m.p. 241°(d). The reactants are [BH4-], CO, COc1ccc(C2Nc3ccc(Cl)cc3C(C#CC3CC3)(C(F)(F)F)O2)cc1, [Na+], [Na+], [OH-], O. Yields the product Nc1ccc(Cl)cc1C(O)(C#CC1CC1)C(F)(F)F. Reaction SMILES: [BH4-:32].[CH3:29][OH:30].[Cl:1][c:2]1[cH:3][cH:4][c:5]2[c:6]([cH:28]1)[C:7]([C:19]([F:20])([F:21])[F:22])([C:23]#[C:24][CH:25]1[CH2:26][CH2:27]1)[O:8][CH:9]([c:11]1[cH:12][cH:13][c:14]([O:15][CH3:16])[cH:17][cH:18]1)[NH:10]2.[Na+:33].[Na+:35].[OH-:34].[OH2:31]>>[Cl:1][c:2]1[cH:3][cH:4][c:5]([NH2:10])[c:6]([C:7]([OH:8])([C:19]([F:20])([F:21])[F:22])[C:23]#[C:24][CH:25]2[CH2:26][CH2:27]2)[cH:28]1. Starting materials: O1C(COC2=CC=3C4C5=CC=CC=C5C(C3C=C2)CC4)C1 (2-[2,3-epoxy-propoxy]-9,10-dihydro-9,10-ethano-anthracene), C(C)(C)N (isopropylamine). Run in alcohol. Reaction conditions: time 20 hour. The product is OC(COC1=CC=2C3C4=CC=CC=C4C(C2C=C1)CC3)CNC(C)C (2-[2-Hydroxy-3-isopropylamino-propoxy]-9,10-dihydro-9,10-ethano-anthracene). Reaction SMILES: [O:1]1[CH2:21][CH:2]1[CH2:3][O:4][C:5]1[CH:18]=[CH:17][C:16]2[CH:15]3[CH2:19][CH2:20][CH:8]([C:9]4[C:14]3=[CH:13][CH:12]=[CH:11][CH:10]=4)[C:7]=2[CH:6]=1.[CH:22]([NH2:25])([CH3:24])[CH3:23]>>[OH:1][CH:2]([CH2:21][NH:25][CH:22]([CH3:24])[CH3:23])[CH2:3][O:4][C:5]1[CH:18]=[CH:17][C:16]2[CH:15]3[CH2:19][CH2:20][CH:8]([C:9]4[C:14]3=[CH:13][CH:12]=[CH:11][CH:10]=4)[C:7]=2[CH:6]=1. Procedure: 40.95 g of 2-[2,3-epoxy-propoxy]-9,10-dihydro-9,10-ethano-anthracene and 48 ml of isopropylamine are dissolved in 700 ml of absolute alcohol and the solution is boiled for 20 hours under reflux. The reaction mixture is then evaporated to dryness and the residue is recrystallised from 180 ml of toluene. 2-[2-Hydroxy-3-isopropylamino-propoxy]-9,10-dihydro-9,10-ethano-anthracene thus obtained, melts at 126°-127° C.